This data is from the Open Reaction Database (ORD), a public repository of structured organic reaction records. The task is: describe an organic reaction: reactants, conditions, products, and yield Reactants: NC1=NC=CC(=C1[N+](=O)[O-])C (2-amino-4-methyl-3-nitropyridine), N1=CC=CC=C1 (pyridine), C(Cl)(Cl)Cl (chloroform), C1(CC1)C(=O)Cl (cyclopropanecarbonyl chloride). The solvent is O (water). Reaction conditions: temperature 110 celsius, time 5 hour. The product is C1(CC1)C(=O)NC1=NC=CC(=C1[N+](=O)[O-])C (2-cyclopropanecarboxamido-4-methyl-3-nitropyridine). The yield is 74.9%. RXN SMILES: [NH2:1][C:2]1[C:7]([N+:8]([O-:10])=[O:9])=[C:6]([CH3:11])[CH:5]=[CH:4][N:3]=1.N1C=CC=CC=1.[CH:18]1([C:21](Cl)=[O:22])[CH2:20][CH2:19]1.C(Cl)(Cl)Cl>O>[CH:18]1([C:21]([NH:1][C:2]2[C:7]([N+:8]([O-:10])=[O:9])=[C:6]([CH3:11])[CH:5]=[CH:4][N:3]=2)=[O:22])[CH2:20][CH2:19]1. Procedure details: A mixture comprising 5.0 g (32.6 mmol) of 2-amino-4-methyl-3-nitropyridine and 5.2 g of pyridine was heated at 110° C. in a nitrogen atmosphere. 3.8 g (36 mmol) of cyclopropanecarbonyl chloride was dropwise added thereto, followed by further stirring at 110° C. for 5 hours. The reaction mixture was brought to room temperature, followed by the addition of chloroform (50 ml) and water (50 ml). The organic phase was separated and the aqueous phase was further extracted with chloroform (50 ml) twice... Starting materials: N#Cc1ccc(Cn2cncn2)cc1, [Li]CCCC, CCOC(=O)CCc1ccc(F)cc1, O=C(O)C=Cc1ccc(F)cc1. Yields the product N#Cc1ccc(C(C(=O)CCc2ccc(F)cc2)n2cncn2)cc1. As a reaction SMILES: [C:1](#[N:2])[c:3]1[cH:4][cH:5][c:6]([CH2:7][n:8]2[n:9][cH:10][n:11][cH:12]2)[cH:13][cH:14]1.[CH3:15][CH2:16][CH2:17][CH2:18][Li:19].[F:20][c:21]1[cH:22][cH:23][c:24]([CH2:27][CH2:28][C:29](=[O:30])[O:31][CH2:32][CH3:33])[cH:25][cH:26]1.[F:34][c:35]1[cH:36][cH:37][c:38]([CH:39]=[CH:40][C:41]([OH:42])=[O:43])[cH:44][cH:45]1>>[C:1](#[N:2])[c:3]1[cH:4][cH:5][c:6]([CH:7]([n:8]2[n:9][cH:10][n:11][cH:12]2)[C:29]([CH2:28][CH2:27][c:24]2[cH:23][cH:22][c:21]([F:20])[cH:26][cH:25]2)=[O:30])[cH:13][cH:14]1.